This data is from the Open Reaction Database (ORD), a public repository of structured organic reaction records. The task is: describe an organic reaction: reactants, conditions, products, and yield Starting materials: BrC1=CC=C(C=C1)C=1CCCN1 (5-(4-Bromo-phenyl)-3,4-dihydro-2H-pyrrole), [Li+].C[Si](C)(C)[N-][Si](C)(C)C (LiHMDS), [H+].[B-](F)(F)(F)F (HBF4), C(Cl)(Cl)Cl (CHCl3), P(C(C)(C)C)(C(C)(C)C)C(C)(C)C (P(tBu)3). The reagents and catalysts are C=1C=CC(=CC1)/C=C/C(=O)/C=C/C2=CC=CC=C2.C=1C=CC(=CC1)/C=C/C(=O)/C=C/C2=CC=CC=C2.C=1C=CC(=CC1)/C=C/C(=O)/C=C/C2=CC=CC=C2.[Pd].[Pd] (Pd2(dba)3). Solvent: C1(=CC=CC=C1)C (Toluene). Reaction conditions: time 8 hour. Product: N1=C(CCC1)C1=CC=C(C=C1)N (4-(4,5-Dihydro-3H-pyrrol-2-yl)-phenylamine). Isolated yield 76.4%. Reaction SMILES: [Li+].C[Si]([N-:6][Si](C)(C)C)(C)C.C(Cl)(Cl)Cl.P(C(C)(C)C)(C(C)(C)C)C(C)(C)C.[H+].[B-](F)(F)(F)F.Br[C:35]1[CH:40]=[CH:39][C:38]([C:41]2[CH2:42][CH2:43][CH2:44][N:45]=2)=[CH:37][CH:36]=1>C1C=CC(/C=C/C(/C=C/C2C=CC=CC=2)=O)=CC=1.C1C=CC(/C=C/C(/C=C/C2C=CC=CC=2)=O)=CC=1.C1C=CC(/C=C/C(/C=C/C2C=CC=CC=2)=O)=CC=1.[Pd].[Pd].C1(C)C=CC=CC=1>[N:45]1[CH2:44][CH2:43][CH2:42][C:41]=1[C:38]1[CH:39]=[CH:40][C:35]([NH2:6])=[CH:36][CH:37]=1 |f:0.1,4.5,7.8.9.10.11|. Reported procedure: LiHMDS (1.67 g, 10.0 mmol) is added to a 100 mL round bottom flask. Toluene (25 mL) is added followed by addition of Pd2(dba)3.CHCl3 (100 mg, 0.1 mmol) and P(tBu)3.HBF4 (78 mg, 0.27 mmol). 5-(4-Bromo-phenyl)-3,4-dihydro-2H-pyrrole (1.5 g, 6.7 mmol) is added to the flask. After degassing, the mixture is stirred at room temperature overnight. TLC is used to determine complete consumption of the starting bromide. The reaction mixture is diluted with ether and poured into dilute HCl (aq). The ether ... Starting materials: C(C=C)OC=1C(C=CC(C1)=O)=O (2-Allyloxy-1,4-benzoquinone), ClC1=CC=C(C=C)C=C1 (p-Chlorostyrene), C(C)(C)O (isopropanol). Yields the product C(C=C)C=1C(C=2C=CC3=CC=C(C=C3C2C(C1O)=O)Cl)=O (2-Allyl-3-hydroxy-6-chloro-1,4-phenanthrenequinone). RXN SMILES: C([O:4][C:5]1[C:6](=[O:12])[CH:7]=[CH:8][C:9](=[O:11])[CH:10]=1)C=C.[Cl:13][C:14]1[CH:21]=[CH:20][C:17]([CH:18]=[CH2:19])=[CH:16][CH:15]=1.[CH:22](O)([CH3:24])[CH3:23]>>[CH2:24]([C:10]1[C:9](=[O:11])[C:8]2[CH:19]=[CH:18][C:17]3[C:20]([C:7]=2[C:6](=[O:12])[C:5]=1[OH:4])=[CH:21][C:14]([Cl:13])=[CH:15][CH:16]=3)[CH:22]=[CH2:23]. Procedure: 2-Allyloxy-1,4-benzoquinone (6.56 g, 40 mM) and p-Chlorostyrene (60 g, 0.44 M) were dissolved in 80 ml of isopropanol to give 0.74 g (2.48 mM) of 2-Allyl-3-hydroxy-6-chloro-1,4-phenanthrenequinone in the same manner as in Example 7. Run at temperature -78 celsius, time 5 minute. The product is OC1=C(C=CC(=C1)N1N=C(C=C1)C)C(=O)N1CC=2N(CC3=C1C=CC=C3)C=CC2 ([2-Hydroxy-4-(3-methyl-pyrazol-1-yl)phenyl](5H,11H-pyrrolo[2,1-c][1,4]-benzodiazepin-10-yl)-methanone). RXN SMILES: C[O:2][C:3]1[CH:8]=[C:7]([N:9]2[CH:13]=[CH:12][C:11]([CH3:14])=[N:10]2)[CH:6]=[CH:5][C:4]=1[C:15]([N:17]1[C:23]2[CH:24]=[CH:25][CH:26]=[CH:27][C:22]=2[CH2:21][N:20]2[CH:28]=[CH:29][CH:30]=[C:19]2[CH2:18]1)=[O:16].B(Br)(Br)Br.[OH-].[NH4+]>ClCCl>[OH:2][C:3]1[CH:8]=[C:7]([N:9]2[CH:13]=[CH:12][C:11]([CH3:14])=[N:10]2)[CH:6]=[CH:5][C:4]=1[C:15]([N:17]1[C:23]2[CH:24]=[CH:25][CH:26]=[CH:27][C:22]=2[CH2:21][N:20]2[CH:28]=[CH:29][CH:30]=[C:19]2[CH2:18]1)=[O:16] |f:2.3|. The reactants are B(Br)(Br)Br (Boron tribromide), COC1=C(C=CC(=C1)N1N=C(C=C1)C)C(=O)N1CC=2N(CC3=C1C=CC=C3)C=CC2 ([2-Methoxy-4-(3-methyl-pyrazol-1-yl)-phenyl](5H,11H-pyrrolo[2,1-c][1,4]-benzodiazepin-10-yl)methanone), [OH-].[NH4+] (Ammonium hydroxide). Solvent: ClCCl (dichloromethane). Yield: 24.0%. Reported procedure: [2-Methoxy-4-(3-methyl-pyrazol-1-yl)-phenyl](5H,11H-pyrrolo[2,1-c][1,4]-benzodiazepin-10-yl) methanone (0.82 g) from Example 107 was dissolved in dichloromethane (20 ml) and cooled to −78° C. Boron tribromide (6.2 ml) was added and the reaction stirred at 0° C. for five minutes. Ammonium hydroxide (15 ml) was added and extracted with dichloromethane. The organic phase was washed with brine and dried over anhydrous magnesium sulfate. The solid was removed by filtration and the solvent removed in ... The reactants are CC1CNCC1(CC(=O)OC(C)(C)C)C(=O)O, CC(=O)O[BH-](OC(C)=O)OC(C)=O, CC(=O)O, CO, O=Cc1ccccc1, [Na+]. Yields the product CC1CN(Cc2ccccc2)CC1(CC(=O)OC(C)(C)C)C(=O)O. RXN SMILES: [C:1]([CH3:2])([CH3:3])([CH3:4])[O:5][C:6]([CH2:7][C:8]1([C:14](=[O:15])[OH:16])[CH2:9][NH:10][CH2:11][CH:12]1[CH3:13])=[O:17].[C:30]([O:31][BH-:32]([O:33][C:34](=[O:35])[CH3:36])[O:37][C:38](=[O:39])[CH3:40])(=[O:41])[CH3:42].[CH3:26][C:27](=[O:28])[OH:29].[CH3:44][OH:45].[CH:18](=[O:19])[c:20]1[cH:21][cH:22][cH:23][cH:24][cH:25]1.[Na+:43]>>[C:1]([CH3:2])([CH3:3])([CH3:4])[O:5][C:6]([CH2:7][C:8]1([C:14](=[O:15])[OH:16])[CH2:9][N:10]([CH2:18][c:20]2[cH:21][cH:22][cH:23][cH:24][cH:25]2)[CH2:11][CH:12]1[CH3:13])=[O:17]. Reactants: C(=C\CCCCCCCC)/O (trans-1-Decen-1-ol), Ti(O-i-Pr)4, CC(C)(C)OO (TBHP). Solvent: C(Cl)Cl (CH2Cl2), C(Cl)Cl (CH2Cl2). Run at temperature -20 celsius, time 2.25 hour. Yields the product C(CCCCCC)[C@H]1[C@@H](O1)CO ((2S,3S)-3-n-Heptyl-2-hydroxymethyloxirane). Yield: 71.0%. Reaction SMILES: [CH:1](/[OH:11])=[CH:2]\[CH2:3][CH2:4][CH2:5][CH2:6][CH2:7][CH2:8][CH2:9][CH3:10].CC([O:16]O)(C)C>C(Cl)Cl>[CH2:4]([C@@H:3]1[O:16][C@H:2]1[CH2:1][OH:11])[CH2:5][CH2:6][CH2:7][CH2:8][CH2:9][CH3:10]. Procedure details: A solution of Ti(O-i-Pr)4 (0.6 ml, 0.57g, 2.0 mmole) and (+)-DET (0.45 g, 2.2 mmole) in CH2Cl2 (10 ml) was cooled to -20° C. in a CCl4 -Dry Ice bath. trans-1-Decen-1-ol (0.312 g, 2.0 mmole) in CH2Cl2 (1 ml) was added followed by addition of TBHP (4.0 mmole in toluene). The resulting solution was stirred at -20° C. for 2.25 hr and then was quenched by stirring with sat'd aq. Na2SO4 (2 ml) and ether (80 ml) for one hour. The mixture was filtered through Celite, dried (MgSO4), filtered, and concent... The reagents and catalysts are [Cl-].[Zn+2].[Cl-] (zinc chloride), C=1C=CC(=CC1)[P](C=2C=CC=CC2)(C=3C=CC=CC3)[Pd]([P](C=4C=CC=CC4)(C=5C=CC=CC5)C=6C=CC=CC6)([P](C=7C=CC=CC7)(C=8C=CC=CC8)C=9C=CC=CC9)[P](C=1C=CC=CC1)(C=1C=CC=CC1)C=1C=CC=CC1 (tetrakis(triphenylphosphine)palladium). Isolated yield 81.0%. Reaction conditions: time 0.25 hour. As a reaction SMILES: [CH2:1]([O:3][CH2:4][N:5]1[CH:9]=[N:8][CH:7]=[N:6]1)[CH3:2].C([Li])CCC.CCCCCC.[F:21][C:22]1[CH:27]=[C:26]([F:28])[CH:25]=[CH:24][C:23]=1[C:29]([OH:45])([C:36]([C:38]1[CH:43]=[CH:42][C:41](I)=[CH:40][CH:39]=1)=[CH2:37])[CH2:30][N:31]1[CH:35]=[N:34][CH:33]=[N:32]1.[Na+].[Na+].C(N(CC(O)=O)CC(O)=O)CN(CC([O-])=O)CC([O-])=O.C(=O)([O-])[O-].[Na+].[Na+]>O1CCCC1.[Cl-].[Zn+2].[Cl-].C1C=CC([P]([Pd]([P](C2C=CC=CC=2)(C2C=CC=CC=2)C2C=CC=CC=2)([P](C2C=CC=CC=2)(C2C=CC=CC=2)C2C=CC=CC=2)[P](C2C=CC=CC=2)(C2C=CC=CC=2)C2C=CC=CC=2)(C2C=CC=CC=2)C2C=CC=CC=2)=CC=1>[F:21][C:22]1[CH:27]=[C:26]([F:28])[CH:25]=[CH:24][C:23]=1[C:29]([OH:45])([C:36]([C:38]1[CH:43]=[CH:42][C:41]([C:9]2[N:5]([CH2:4][O:3][CH2:1][CH3:2])[N:6]=[CH:7][N:8]=2)=[CH:40][CH:39]=1)=[CH2:37])[CH2:30][N:31]1[CH:35]=[N:34][CH:33]=[N:32]1 |f:4.5.6,7.8.9,11.12.13,^1:85,87,106,125|. The product is FC1=C(C=CC(=C1)F)C(CN1N=CN=C1)(C(=C)C1=CC=C(C=C1)C1=NC=NN1COCC)O (2-(2,4-Difluorophenyl)-3-(4-[1-ethoxymethyl-1,2,4-triazol-5-yl]phenyl)-1-(1,2,4-triazol-1-yl)-3-buten-2-ol). Reported procedure: A solution of 1-ethoxymethyl-1,2,4-triazole (0.79 g, 6.2 mmol-see Preparation 27) in tetrahydrofuran (THF) (8 ml) was stirred under a nitrogen atmosphere at -70° C. before treatment with a solution of n-butyllithium in hexane (2.5M, 2.5 ml, 6.2 mmol) The mixture was stirred for 0.25 hours and treated with a solution of anhydrous zinc chloride (1.2 g, 9.3 mmol) in THF (8 ml), then was allowed to warm to room temperature. To this mixture was added tetrakis(triphenylphosphine)palladium (0) (0.06 g,... The reactants are C(C)OCN1N=CN=C1 (1-ethoxymethyl-1,2,4-triazole), C(CCC)[Li] (n-butyllithium), CCCCCC (hexane), [Na+].[Na+].C(CN(CC(=O)[O-])CC(=O)[O-])N(CC(=O)O)CC(=O)O (ethylenediaminetetraacetic acid disodium salt), FC1=C(C=CC(=C1)F)C(CN1N=CN=C1)(C(=C)C1=CC=C(C=C1)I)O (2-(2,4-difluorophenyl)-3-(4-iodophenyl)-1-(1,2,4-triazol-1-yl)-3-buten-2-ol), C([O-])([O-])=O.[Na+].[Na+] (sodium carbonate). The solvent is O1CCCC1 (tetrahydrofuran), O1CCCC1 (THF). Reactants: COc1cc(Cn2c(=O)n(C)c3ccccc32)c(-c2cccnc2OCc2ccccc2)cc1C(C)(C)C, CO. Yields the product COc1cc(Cn2c(=O)n(C)c3ccccc32)c(-c2ccc[nH]c2=O)cc1C(C)(C)C. RXN SMILES: [CH2:1]([c:2]1[cH:3][cH:4][cH:5][cH:6][cH:7]1)[O:8][c:9]1[n:10][cH:11][cH:12][cH:13][c:14]1-[c:15]1[c:16]([CH2:17][n:18]2[c:19](=[O:28])[n:20]([CH3:27])[c:21]3[c:22]2[cH:23][cH:24][cH:25][cH:26]3)[cH:29][c:30]([O:37][CH3:38])[c:31]([C:33]([CH3:34])([CH3:35])[CH3:36])[cH:32]1.[CH3:39][OH:40]>>[O:8]=[c:9]1[nH:10][cH:11][cH:12][cH:13][c:14]1-[c:15]1[c:16]([CH2:17][n:18]2[c:19](=[O:28])[n:20]([CH3:27])[c:21]3[c:22]2[cH:23][cH:24][cH:25][cH:26]3)[cH:29][c:30]([O:37][CH3:38])[c:31]([C:33]([CH3:34])([CH3:35])[CH3:36])[cH:32]1.